Dataset: the Open Reaction Database (ORD), a public repository of structured organic reaction records. Task: describe an organic reaction: reactants, conditions, products, and yield As a reaction SMILES: [CH2:37]([CH2:38][CH2:39][CH3:40])[O:41][C:42](=[O:43])[Cl:44].[CH3:1][c:2]1[c:3]2[c:4]([n:5][cH:6][c:7]1[NH:8][C:9]([CH2:10][CH2:11][CH3:12])=[O:13])[n:14]([CH2:20][c:21]1[cH:22][cH:23][c:24](-[c:27]3[c:28]([S:33](=[O:34])(=[O:35])[NH2:36])[cH:29][cH:30][cH:31][cH:32]3)[cH:25][cH:26]1)[c:15]([CH2:17][CH2:18][CH3:19])[n:16]2.[CH3:45][OH:46].[cH:47]1[cH:48][cH:49][n:50][cH:51][cH:52]1>>[CH3:1][c:2]1[c:3]2[c:4]([n:5][cH:6][c:7]1[NH:8][C:9]([CH2:10][CH2:11][CH3:12])=[O:13])[n:14]([CH2:20][c:21]1[cH:22][cH:23][c:24](-[c:27]3[c:28]([S:33](=[O:34])(=[O:35])[NH:36][C:42]([O:41][CH2:37][CH2:38][CH2:39][CH3:40])=[O:43])[cH:29][cH:30][cH:31][cH:32]3)[cH:25][cH:26]1)[c:15]([CH2:17][CH2:18][CH3:19])[n:16]2. Starting materials: CCCCOC(=O)Cl, CCCC(=O)Nc1cnc2c(nc(CCC)n2Cc2ccc(-c3ccccc3S(N)(=O)=O)cc2)c1C, CO, c1ccncc1. Yields the product CCCCOC(=O)NS(=O)(=O)c1ccccc1-c1ccc(Cn2c(CCC)nc3c(C)c(NC(=O)CCC)cnc32)cc1. Starting materials: BrC1=CC=C(C=O)C=C1 (4-bromobenzaldehyde), [Cl-].[NH4+] (ammonium chloride), CCCCCC.C(CCC)[Li] (n-butyllithium hexane), C(C1=CC=CC=C1)OC1=C(C=CC=C1)Br (1-benzyloxy-2-bromobenzene). The solvent is C1CCOC1 (THF), C1CCOC1 (THF). Conditions: time 15 minute. The product is C(C1=CC=CC=C1)OC1=C(C=CC=C1)C(O)C1=CC=C(C=C1)Br ((2-Benzyloxyphenyl)-(4-bromophenyl)-methanol). The yield is 82.8%. RXN SMILES: CCCCCC.C([Li])CCC.[CH2:12]([O:19][C:20]1[CH:25]=[CH:24][CH:23]=[CH:22][C:21]=1Br)[C:13]1[CH:18]=[CH:17][CH:16]=[CH:15][CH:14]=1.[Br:27][C:28]1[CH:35]=[CH:34][C:31]([CH:32]=[O:33])=[CH:30][CH:29]=1.[Cl-].[NH4+]>C1COCC1>[CH2:12]([O:19][C:20]1[CH:25]=[CH:24][CH:23]=[CH:22][C:21]=1[CH:32]([C:31]1[CH:34]=[CH:35][C:28]([Br:27])=[CH:29][CH:30]=1)[OH:33])[C:13]1[CH:18]=[CH:17][CH:16]=[CH:15][CH:14]=1 |f:0.1,4.5|. Procedure details: In a nitrogen stream, an n-butyllithium hexane solution (1.59 M, 11.57 mL) was added dropwise to a solution of 1-benzyloxy-2-bromobenzene (4.4 g, 16.72 mmol) in THF (168 mL) at −78° C. and the mixture solution was stirred at the same temperature for 15 minutes. To this solution, a solution of 4-bromobenzaldehyde (2.47 g, 13.34 mmol) in THF (50 mL) was added dropwise at −78° C. The reaction mixture was stirred at the same temperature for 30 minutes and at 0° C. for 30 minutes, and then a saturate... The reactants are COC(C1=CC(=NC=C1C)OCCCCC1CCN(CC1)C)OC (4-dimethoxymethyl-5-methyl-2-[4-(1-methyl-piperidin-4-yl)-butoxy]-pyridine), Cl (HCl). Run in C1CCOC1 (THF). Reaction conditions: time 4 hour. The product is CC=1C(=CC(=NC1)OCCCCC1CCN(CC1)C)C=O (5-methyl-2-[4-(1-methyl-piperidin-4-yl)-butoxy]-pyridine-4-carbaldehyde). Reaction SMILES: C[O:2][CH:3](OC)[C:4]1[C:9]([CH3:10])=[CH:8][N:7]=[C:6]([O:11][CH2:12][CH2:13][CH2:14][CH2:15][CH:16]2[CH2:21][CH2:20][N:19]([CH3:22])[CH2:18][CH2:17]2)[CH:5]=1.Cl>C1COCC1>[CH3:10][C:9]1[C:4]([CH:3]=[O:2])=[CH:5][C:6]([O:11][CH2:12][CH2:13][CH2:14][CH2:15][CH:16]2[CH2:17][CH2:18][N:19]([CH3:22])[CH2:20][CH2:21]2)=[N:7][CH:8]=1. Procedure: 5-Fluoro-4-methyl-2-{5-methyl-2-[4-(1-methyl-piperidin-4-yl)-butoxy]-pyridin-4-yl}-1H-benzoimidazole. To a solution of LDA (2.0 M in THF, 18.2 mL, 36.4 mmol, 2.2 equiv) at −78° C. in a oven dried 100 mL round bottom flask was added a solution of 5-bromo-2-[4-(1-methyl-piperidin-4-yl)-butoxy]-pyridine (5.40 g, 16.6 mmol, 1.0 equiv) in THF (20 mL) dropwise. The solution was stirred at −78° C. for 45 min, and then DMF (6.05 mL, 82.8 mmol, 5.0 equiv) was added dropwise. The solution was quenched wit... The reactants are CO, Cl, Cl, Nc1ccc(CC(=O)O)c(OCC(F)(F)F)c1. Product: Cl, COC(=O)Cc1ccc(N)cc1OCC(F)(F)F. As a reaction SMILES: [CH3:20][OH:21].[ClH:19].[ClH:1].[NH2:2][c:3]1[cH:4][c:5]([O:13][CH2:14][C:15]([F:16])([F:17])[F:18])[c:6]([CH2:9][C:10](=[O:11])[OH:12])[cH:7][cH:8]1>>[ClH:1].[NH2:2][c:3]1[cH:4][c:5]([O:13][CH2:14][C:15]([F:16])([F:17])[F:18])[c:6]([CH2:9][C:10](=[O:11])[O:12][CH3:20])[cH:7][cH:8]1. Reactants: O=C([O-])O, C1CCNCC1, ClCCl, Cc1cc(C)c(S(=O)(=O)N(Cc2ccc(O)cc2Cl)c2ccc(CCC=O)cc2)c(C)c1, [Na+]. Product: Cc1cc(C)c(S(=O)(=O)N(Cc2ccc(O)cc2Cl)c2ccc(CCCN3CCCCC3)cc2)c(C)c1. RXN SMILES: [C:39](=[O:40])([OH:41])[O-:42].[CH2:33]1[CH2:34][CH2:35][NH:36][CH2:37][CH2:38]1.[CH2:44]([Cl:45])[Cl:46].[Cl:1][c:2]1[c:3]([CH2:4][N:5]([S:6](=[O:7])(=[O:8])[c:9]2[c:10]([CH3:17])[cH:11][c:12]([CH3:16])[cH:13][c:14]2[CH3:15])[c:18]2[cH:19][cH:20][c:21]([CH2:24][CH2:25][CH:26]=[O:27])[cH:22][cH:23]2)[cH:28][cH:29][c:30]([OH:32])[cH:31]1.[Na+:43]>>[Cl:1][c:2]1[c:3]([CH2:4][N:5]([S:6](=[O:7])(=[O:8])[c:9]2[c:10]([CH3:17])[cH:11][c:12]([CH3:16])[cH:13][c:14]2[CH3:15])[c:18]2[cH:19][cH:20][c:21]([CH2:24][CH2:25][CH2:26][N:36]3[CH2:35][CH2:34][CH2:33][CH2:38][CH2:37]3)[cH:22][cH:23]2)[cH:28][cH:29][c:30]([OH:32])[cH:31]1. Starting materials: Cc1cc(C2CC2)cc(C)c1Oc1nc(Cl)nc2[nH]cnc12, N#Cc1ccc(N)cc1, O=C(O)C(F)(F)F, OCC(F)(F)F. The product is Cc1cc(C2CC2)cc(C)c1Oc1nc(Nc2ccc(C#N)cc2)nc2[nH]cnc12. As a reaction SMILES: [Cl:1][c:2]1[n:3][c:4]([O:11][c:12]2[c:13]([CH3:22])[cH:14][c:15]([CH:19]3[CH2:20][CH2:21]3)[cH:16][c:17]2[CH3:18])[c:5]2[n:6][cH:7][nH:8][c:9]2[n:10]1.[NH2:23][c:24]1[cH:25][cH:26][c:27]([C:28]#[N:29])[cH:30][cH:31]1.[OH:32][C:33]([C:34]([F:35])([F:36])[F:37])=[O:38].[OH:39][CH2:40][C:41]([F:42])([F:43])[F:44]>>[c:2]1([NH:23][c:24]2[cH:25][cH:26][c:27]([C:28]#[N:29])[cH:30][cH:31]2)[n:3][c:4]([O:11][c:12]2[c:13]([CH3:22])[cH:14][c:15]([CH:19]3[CH2:20][CH2:21]3)[cH:16][c:17]2[CH3:18])[c:5]2[n:6][cH:7][nH:8][c:9]2[n:10]1.